From a dataset of the Open Reaction Database (ORD), a public repository of structured organic reaction records. describe an organic reaction: reactants, conditions, products, and yield Reactants: Cl, N#CCC(O)CO, CS(=O)(=O)Cl, c1ccncc1. Yields the product CS(=O)(=O)OCC(O)CC#N. As a reaction SMILES: [ClH:13].[OH:1][CH:2]([CH2:3][C:4]#[N:5])[CH2:6][OH:7].[S:8](=[O:9])(=[O:10])([CH3:11])[Cl:12].[cH:14]1[cH:15][cH:16][n:17][cH:18][cH:19]1>>[OH:1][CH:2]([CH2:3][C:4]#[N:5])[CH2:6][O:7][S:8](=[O:9])(=[O:10])[CH3:11]. The reactants are Cl.C(C1=CC=CC=C1)OC(=O)C1=C(C=CC=C1)NC(=O)[C@@H]1CC[C@H](CC1)CNC(=N)N (N-(o-benzyloxycarbonylphenyl)-trans-4-guanidinomethylcyclohexylcarboxamide hydrochloride), [H][H] (hydrogen). The reagents and catalysts are [C].[Pd] (palladium-carbon), [C].[Pd] (palladium-carbon). Solvent: CO (methanol). Product: Cl.C(=O)(O)C1=C(C=CC=C1)NC(=O)[C@@H]1CC[C@H](CC1)CNC(=N)N (N-(o-carboxyphenyl)-trans-4-guanidinomethylcyclohexanecarboxamide hydrochloride). The yield is 89.2%. RXN SMILES: [ClH:1].C([O:9][C:10]([C:12]1[CH:17]=[CH:16][CH:15]=[CH:14][C:13]=1[NH:18][C:19]([C@H:21]1[CH2:26][CH2:25][C@H:24]([CH2:27][NH:28][C:29]([NH2:31])=[NH:30])[CH2:23][CH2:22]1)=[O:20])=[O:11])C1C=CC=CC=1.[H][H]>CO.[C].[Pd]>[ClH:1].[C:10]([C:12]1[CH:17]=[CH:16][CH:15]=[CH:14][C:13]=1[NH:18][C:19]([C@H:21]1[CH2:22][CH2:23][C@H:24]([CH2:27][NH:28][C:29]([NH2:31])=[NH:30])[CH2:25][CH2:26]1)=[O:20])([OH:11])=[O:9] |f:0.1,4.5,6.7|. Procedure: The above N-(o-benzyloxycarbonylphenyl)-trans-4-guanidinomethylcyclohexylcarboxamide hydrochloride (1.09 g, 0.0024 mole) is dissolved in methanol (50 ml), and thereto is added 10% palladium-carbon (0.23 g), and the mixture is stirred with blowing hydrogen gas under atmospheric pressure at 30° C. for one hour. After the completion of the reaction, palladium-carbon is filtered off, and the filtrate is concentrated under reduced pressure. The resulting residue is recrystallized from a mixture of me... Reactants: CCOC(=O)C(Cc1ccc(C(=O)C(C)(C)C)cc1)(Cc1ccc(C(=O)C(C)(C)C)cc1)C(=O)OCC, CS(C)=O, [Cl-], [Na+], O. Product: CCOC(=O)C(Cc1ccc(C(=O)C(C)(C)C)cc1)Cc1ccc(C(=O)C(C)(C)C)cc1. As a reaction SMILES: [CH2:1]([CH3:2])[O:3][C:4]([C:5]([C:6]([O:7][CH2:8][CH3:9])=[O:10])([CH2:11][c:12]1[cH:13][cH:14][c:15]([C:18]([C:19]([CH3:20])([CH3:21])[CH3:22])=[O:23])[cH:16][cH:17]1)[CH2:24][c:25]1[cH:26][cH:27][c:28]([C:31]([C:32]([CH3:33])([CH3:34])[CH3:35])=[O:36])[cH:29][cH:30]1)=[O:37].[CH3:40][S:41]([CH3:42])=[O:43].[Cl-:39].[Na+:38].[OH2:44]>>[CH2:1]([CH3:2])[O:3][C:4]([CH:5]([CH2:11][c:12]1[cH:13][cH:14][c:15]([C:18]([C:19]([CH3:20])([CH3:21])[CH3:22])=[O:23])[cH:16][cH:17]1)[CH2:24][c:25]1[cH:26][cH:27][c:28]([C:31]([C:32]([CH3:33])([CH3:34])[CH3:35])=[O:36])[cH:29][cH:30]1)=[O:37]. Reactants: N1(C=NC=C1)CCCN (3-Imidazol-1-yl-propylamine), O1C(CCC=C1)C=O (3,4-Dihydro-2H-pyran-2-carbaldehyde), C(C)OC(C(CC1=CNC2=CC=CC=C12)=O)=O (3-(1H-Indol-3-yl)-2-oxo-propionic acid ethyl ester). The solvent is C(C)O (ethanol). Reaction conditions: temperature 50 celsius, time 24 hour. Product: O1C(CCC=C1)C1C(=C(C(N1CCCN1C=NC=C1)=O)O)C1=CNC2=CC=CC=C12 (5-(3,4-Dihydro-2H-pyran-2-yl)-3-hydroxy-1-(3-imidazol-1-yl-propyl)-4-(1H-indol-3-yl)-1,5-dihydro-pyrrol-2-one). RXN SMILES: [N:1]1([CH2:6][CH2:7][CH2:8][NH2:9])[CH:5]=[CH:4][N:3]=[CH:2]1.[O:10]1[CH:15]=[CH:14][CH2:13][CH2:12][CH:11]1[CH:16]=O.C([O:20][C:21](=O)[C:22](=[O:33])[CH2:23][C:24]1[C:32]2[C:27](=[CH:28][CH:29]=[CH:30][CH:31]=2)[NH:26][CH:25]=1)C>C(O)C>[O:10]1[CH:15]=[CH:14][CH2:13][CH2:12][CH:11]1[CH:16]1[N:9]([CH2:8][CH2:7][CH2:6][N:1]2[CH:5]=[CH:4][N:3]=[CH:2]2)[C:21](=[O:20])[C:22]([OH:33])=[C:23]1[C:24]1[C:32]2[C:27](=[CH:28][CH:29]=[CH:30][CH:31]=2)[NH:26][CH:25]=1. Procedure: 3-Imidazol-1-yl-propylamine (1 mmol) and 3,4-Dihydro-2H-pyran-2-carbaldehyde (1 mmol) were added to ethanol (5 ml). After 30 min 3-(1H-Indol-3-yl)-2-oxo-propionic acid ethyl ester (1 mmol) was added. The reaction was heated to 50° C. and stirred for 24 h. After evaporation of the solvent the residue was purified with chromatographic methods. Starting materials: alcohol, P(=O)([O-])([O-])[O-] (phosphate), C=1N=C(C2=C(N1)N(C=N2)[C@H]3[C@@H]([C@@H]([C@H](O3)COP(=O)(O)OP(=O)(O)OC[C@@H]4[C@H]([C@H]([C@@H](O4)N5C=CCC(=C5)C(=O)N)O)O)O)O)N (NAD), O1C(=CC=C1)C(=O)C(=O)CCCC (butyl 2-furanoyl ketone), Compound 12, [OH-].[Na+] (NaOH). Solvent: C(C)OCC (ethyl ether), CCCCCC (hexane), CCCCCC (hexane), CC(C)O (2-propanol). The product is C(CCC)[C@@H](O)C=1OC=CC1 ((R)-α-Butyl-2-furanmethanol). Reaction SMILES: C1N=C(N)C2N=CN([C@@H]3O[C@H](COP(OP(OC[C@H]4O[C@@H](N5C=C(C(N)=O)CC=C5)[C@H](O)[C@@H]4O)(O)=O)(O)=O)[C@@H](O)[C@H]3O)C=2N=1.[O:45]1[CH:49]=[CH:48][CH:47]=[C:46]1[C:50]([C:52]([CH2:54][CH2:55][CH2:56]C)=O)=[O:51].P([O-])([O-])([O-])=O.[OH-].[Na+]>C(OCC)C.CCCCCC.CC(O)C>[CH2:52]([C@H:50]([C:46]1[O:45][CH:49]=[CH:48][CH:47]=1)[OH:51])[CH2:54][CH2:55][CH3:56] |f:3.4|. Reported procedure: A reaction mixture was formed by admixing (i) 50 mg NAD, (ii) 4 ml of 2-propanol and (iii) 5 mmoles of butyl 2-furanoyl ketone, Compound 12, in a liquid medium containing 1 gm of lyophilized PED alcohol dehydrogenase preparation, 75 ml of 50 mM phosphate buffer, pH 7.1, and 25 ml of hexane. The pH of the reaction was maintained constant by addition of 1N NaOH. The reaction mixture was maintained at room temperature until product formation stopped. When product formation stopped, (R)-α-butyl-2-fu... Starting materials: C(C)(C)(C)C1=C(C(=CC(=C1)C(C)(C)C)C(C)(C)C)O (2,4,6-tri-tert-butylphenol), C[Al](C)C (trimethylaluminum). The solvent is C(Cl)Cl (methylene chloride). Yields the product C(C)(C)(C)C1=C([O-])C(=CC(=C1)C(C)(C)C)C(C)(C)C.C(C)(C)(C)C1=C([O-])C(=CC(=C1)C(C)(C)C)C(C)(C)C.C[Al+2] (methylaluminum bis(2,4,6-tri-tert-butylphenoxide)). Reaction SMILES: [C:1]([C:5]1[CH:10]=[C:9]([C:11]([CH3:14])([CH3:13])[CH3:12])[CH:8]=[C:7]([C:15]([CH3:18])([CH3:17])[CH3:16])[C:6]=1[OH:19])([CH3:4])([CH3:3])[CH3:2].[CH3:20][Al:21](C)C>C(Cl)Cl>[C:1]([C:5]1[CH:10]=[C:9]([C:11]([CH3:14])([CH3:13])[CH3:12])[CH:8]=[C:7]([C:15]([CH3:18])([CH3:17])[CH3:16])[C:6]=1[O-:19])([CH3:4])([CH3:3])[CH3:2].[C:1]([C:5]1[CH:10]=[C:9]([C:11]([CH3:14])([CH3:13])[CH3:12])[CH:8]=[C:7]([C:15]([CH3:18])([CH3:17])[CH3:16])[C:6]=1[O-:19])([CH3:4])([CH3:3])[CH3:2].[CH3:20][Al+2:21] |f:3.4.5|. Procedure: In a sufficiently dried egg-plant type flask provided with a stirrer was sufficiently dried 0.525 g (2 mmol) of 2,4,6-tri-tert-butylphenol recrystallized from hexane. After completion of the drying, 3.3 ml of methylene chloride was added thereto. Then, under nitrogen atmosphere, 0.9 ml (1 mmol) of trimethylaluminum was slowly added dropwise with ice-cooling and stirring, and the mixture was mixed in the dark at room temperature for 1 hour to obtain a methylene chloride solution of methylaluminum... Reactants: C(C)[N+]1=C(C(C2=CC(=CC=C12)S(=O)(=O)[O-])(CCCCS(=O)(=O)O)C)C (1-Ethyl-2,3-dimethyl-3-(4-sulphobutyl)-3H-indolium-5-sulphonate), malonaldehyde bis(phenyl)mine, Cl (HCl). The solvent is C(C)(=O)O (acetic acid). The product is N(C1=CC=CC=C1)/C=C/C=C/C1=[N+](C2=CC=C(C=C2C1(CCCCS(=O)(=O)O)C)S(=O)(=O)[O-])CC (2-[(1E,3E)-4-Anilinobuta-1,3-dienyl]-1-ethyl-3-methyl-3-(4-sulphobutyl)-3H-indolium-5-sulphonate). RXN SMILES: [CH2:1]([N+:3]1[C:11]2[C:6](=[CH:7][C:8]([S:12]([O-:15])(=[O:14])=[O:13])=[CH:9][CH:10]=2)[C:5]([CH3:24])([CH2:16][CH2:17][CH2:18][CH2:19][S:20]([OH:23])(=[O:22])=[O:21])[C:4]=1[CH3:25])[CH3:2].Cl>C(O)(=O)C>[NH:3](/[CH:4]=[CH:5]/[CH:16]=[CH:25]/[C:4]1[C:5]([CH3:24])([CH2:16][CH2:17][CH2:18][CH2:19][S:20]([OH:23])(=[O:22])=[O:21])[C:6]2[C:11](=[CH:10][CH:9]=[C:8]([S:12]([O-:15])(=[O:13])=[O:14])[CH:7]=2)[N+:3]=1[CH2:1][CH3:2])[C:11]1[CH:6]=[CH:7][CH:8]=[CH:9][CH:10]=1. Procedure: 1-Ethyl-2,3-dimethyl-3-(4-sulphobutyl)-3H-indolium-5-sulphonate, crude (1.1 g), malonaldehyde bis(phenyl)mine) HCl (0.5 g) and acetic acid (20 ml) were heated under nitrogen at 130° C. for 8 hrs to give a dark orange-red solution. The solvent was then evaporated under vacuum; the residue was partitioned in a water/dichloromethane/methanol mixture. UV/Vis analysis (ethanol) confirmed the presence of the product in the upper, aqueous layer (λmax=524 nm) while the malonaldehyde starting material wa... Starting materials: C(C1=CC=CC=C1)OC1=CC=C(N)C=C1 (4-benzyloxyaniline), C1(CCCO1)=O (gamma-butyro-lactone), Cl (hydrochloric acid). Yields the product C(C1=CC=CC=C1)OC1=CC=C(C=C1)N1C(CCC1)=O (1-(4-Benzyloxy-phenyl)-pyrrolidin-2-one). Isolated yield 30.8%. Reaction SMILES: [CH2:1]([O:8][C:9]1[CH:15]=[CH:14][C:12]([NH2:13])=[CH:11][CH:10]=1)[C:2]1[CH:7]=[CH:6][CH:5]=[CH:4][CH:3]=1.[C:16]1(=O)[O:20][CH2:19][CH2:18][CH2:17]1.Cl>>[CH2:1]([O:8][C:9]1[CH:10]=[CH:11][C:12]([N:13]2[CH2:16][CH2:17][CH2:18][C:19]2=[O:20])=[CH:14][CH:15]=1)[C:2]1[CH:3]=[CH:4][CH:5]=[CH:6][CH:7]=1. Procedure: 20.3 g (101.9 mmol) 4-benzyloxyaniline and 9.1 ml (119.2 mmol) gamma-butyro-lactone are treated with 3 ml concentrated hydrochloric acid. The mixture is heated 20 hours to 160° C., then 5.5 hours to 200° C. After cooling, the mixture is extracted with 250 ml ethyl acetate, washed with saturated aqueous sodium hydrogencarbonate and dried. Evaporation of the solvent and recrystallisation from diethyl ether yields 8.4 g (31%) of a brownish solid. MS: m/e=267 (M+).